This data is from the Open Reaction Database (ORD), a public repository of structured organic reaction records. The task is: describe an organic reaction: reactants, conditions, products, and yield Reactants: COC(=O)CBr, CC1(C)CN(CCC=C2c3cc(O)ccc3OCc3ncccc32)CCC1(O)c1ccc(Cl)cc1, [H-], [Na+], CN(C)C=O. Product: COC(=O)COc1ccc2c(c1)C(=CCCN1CCC(O)(c3ccc(Cl)cc3)C(C)(C)C1)c1cccnc1CO2. As a reaction SMILES: [Br:38][CH2:39][C:40](=[O:41])[O:42][CH3:43].[Cl:1][c:2]1[cH:3][cH:4][c:5]([C:8]2([OH:35])[C:9]([CH3:33])([CH3:34])[CH2:10][N:11]([CH2:14][CH2:15][CH:16]=[C:17]3[c:18]4[c:19]([cH:28][cH:29][c:30]([OH:32])[cH:31]4)[O:20][CH2:21][c:22]4[c:23]3[cH:24][cH:25][cH:26][n:27]4)[CH2:12][CH2:13]2)[cH:6][cH:7]1.[H-:36].[Na+:37].[O:44]=[CH:45][N:46]([CH3:47])[CH3:48]>>[Cl:1][c:2]1[cH:3][cH:4][c:5]([C:8]2([OH:35])[C:9]([CH3:33])([CH3:34])[CH2:10][N:11]([CH2:14][CH2:15][CH:16]=[C:17]3[c:18]4[c:19]([cH:28][cH:29][c:30]([O:32][CH2:39][C:40](=[O:41])[O:42][CH3:43])[cH:31]4)[O:20][CH2:21][c:22]4[c:23]3[cH:24][cH:25][cH:26][n:27]4)[CH2:12][CH2:13]2)[cH:6][cH:7]1.